Task: describe an organic reaction: reactants, conditions, products, and yield. Dataset: the Open Reaction Database (ORD), a public repository of structured organic reaction records Starting materials: COC(=O)c1ncc2cncn2c1Nc1ccc(Br)cc1F, O=C(NOCC1CC1)c1ncc2cncn2c1Nc1ccc(I)cc1F. Product: O=C(NOCC1CC1)c1ncc2cncn2c1Nc1ccc(Br)cc1F. As a reaction SMILES: [CH3:27][O:28][C:29]([c:30]1[n:31][cH:32][c:33]2[n:34]([cH:35][n:36][cH:37]2)[c:38]1[NH:39][c:40]1[cH:41][cH:42][c:43]([Br:44])[cH:45][c:46]1[F:47])=[O:48].[CH:1]1([CH2:4][O:5][NH:6][C:7](=[O:8])[c:9]2[n:10][cH:11][c:12]3[n:13]([c:14]2[NH:15][c:16]2[c:17]([F:23])[cH:18][c:19]([I:22])[cH:20][cH:21]2)[cH:24][n:25][cH:26]3)[CH2:2][CH2:3]1>>[CH:1]1([CH2:4][O:5][NH:6][C:7](=[O:8])[c:9]2[n:10][cH:11][c:12]3[n:13]([c:14]2[NH:15][c:16]2[c:17]([F:23])[cH:18][c:19]([Br:44])[cH:20][cH:21]2)[cH:24][n:25][cH:26]3)[CH2:2][CH2:3]1. Starting materials: [OH-].[Na+] (sodium hydroxide), C(C1=CC=CC=C1)N1CCNCC1 (1-benzylpiperazine), C1(CCCCC1)C(=O)Cl (cyclohexanecarbonyl chloride). The solvent is O (water), C(Cl)(Cl)Cl (CHCl3), C(Cl)(Cl)Cl (CHCl3). Conditions: time 45 minute. Yields the product C1(CCCCC1)C(=O)N1CCN(CC1)CC1=CC=CC=C1 (1-cyclohexanecarbonyl-4-benzylpiperazine). Yield: 74.0%. Reaction SMILES: [CH2:1]([N:8]1[CH2:13][CH2:12][NH:11][CH2:10][CH2:9]1)[C:2]1[CH:7]=[CH:6][CH:5]=[CH:4][CH:3]=1.[CH:14]1([C:20](Cl)=[O:21])[CH2:19][CH2:18][CH2:17][CH2:16][CH2:15]1.[OH-].[Na+]>C(Cl)(Cl)Cl.O>[CH:14]1([C:20]([N:11]2[CH2:12][CH2:13][N:8]([CH2:1][C:2]3[CH:3]=[CH:4][CH:5]=[CH:6][CH:7]=3)[CH2:9][CH2:10]2)=[O:21])[CH2:19][CH2:18][CH2:17][CH2:16][CH2:15]1 |f:2.3|. Procedure: To a solution of 21.2 g (0.12 mole) of 1-benzylpiperazine in 100 ml of CHCl3 was added dropwise over a period of 30 minutes a solution of 15.0 g (0.10 mole) of cyclohexanecarbonyl chloride in 50 ml of CHCl3. The mixture was allowed to stand at room temperature during 45 minutes and was made basic with 5 g of sodium hydroxide in 50 ml of water. The nonaqueous layer was separated, dried over sodium sulphate and concentrated. The residue was distilled b.p. 150°-56° C. at 0.1-0.2 mmHg to give 21.2 g... Reactants: ( i ), C1(=CC=CC=C1)S(=O)(=O)Cl (benzenesulphonyl chloride), C(C)(C)(C)OC(=O)[C@@H](CCCC1=CC=CC=C1)[C@H](C(=O)NN1C(NC2(C1=O)CCNCC2)=O)CC(C)C (2(R)-[1(S)-(tert-butoxycarbonyl)-4-phenylbutyl]-4-methyl-N-[2,4-dioxo-1,3,8-triazaspiro[4.5]decan-3-yl]valeramide). Product: C1(=CC=CC=C1)S(=O)(=O)N1CCC2(C(N(C(N2)=O)NC([C@H](CC(C)C)[C@H](CCCC2=CC=CC=C2)C(=O)OC(C)(C)C)=O)=O)CC1 (N-[8-(benzenesulphonyl)-2,4-dioxo-1,3,8-triazaspiro[4.5]decan-3-yl]-2(R)-[1(S)-(tert-butoxycarbonyl)-4-phenylbutyl]-4-methylvaleramide). As a reaction SMILES: [C:1]1([S:7](Cl)(=[O:9])=[O:8])[CH:6]=[CH:5][CH:4]=[CH:3][CH:2]=1.[C:11]([O:15][C:16]([C@H:18]([C@@H:28]([CH2:44][CH:45]([CH3:47])[CH3:46])[C:29]([NH:31][N:32]1[C:36](=[O:37])[C:35]2([CH2:42][CH2:41][NH:40][CH2:39][CH2:38]2)[NH:34][C:33]1=[O:43])=[O:30])[CH2:19][CH2:20][CH2:21][C:22]1[CH:27]=[CH:26][CH:25]=[CH:24][CH:23]=1)=[O:17])([CH3:14])([CH3:13])[CH3:12]>>[C:1]1([S:7]([N:40]2[CH2:41][CH2:42][C:35]3([NH:34][C:33](=[O:43])[N:32]([NH:31][C:29](=[O:30])[C@@H:28]([C@@H:18]([C:16]([O:15][C:11]([CH3:12])([CH3:13])[CH3:14])=[O:17])[CH2:19][CH2:20][CH2:21][C:22]4[CH:23]=[CH:24][CH:25]=[CH:26][CH:27]=4)[CH2:44][CH:45]([CH3:46])[CH3:47])[C:36]3=[O:37])[CH2:38][CH2:39]2)(=[O:9])=[O:8])[CH:6]=[CH:5][CH:4]=[CH:3][CH:2]=1. Procedure details: In a manner analogous to that described in Example 26, part (i) but using benzenesulphonyl chloride in place of methanesulphonyl chloride from 0.83 g of 2(R)-[1(S)-(tert-butoxycarbonyl)-4-phenylbutyl]-4-methyl-N-[2,4-dioxo-1,3,8-triazaspiro[4.5]decan-3-yl]valeramide there was obtained 0.889 g of N-[8-(benzenesulphonyl)-2,4-dioxo-1,3,8-triazaspiro[4.5]decan-3-yl]-2(R)-[1(S)-(tert-butoxycarbonyl)-4-phenylbutyl]-4-methylvaleramide in the form of a white solid. Reactants: C1=CC=CC=2C3=CC=CC=C3C(C12)COC(=O)N1C=CC2=CC(=CC=C12)[N+](=O)[O-] (5-nitro-indole-1-carboxylic acid 9H-fluoren-9-ylmethyl ester). The product is C1=CC=CC=2C3=CC=CC=C3C(C12)COC(=O)N1C=CC2=CC(=CC=C12)N (5-Amino-indole-1-carboxylic acid 9H-fluoren-9-ylmethyl ester). Run in O1CCCC1 (tetrahydrofuran). RXN SMILES: [CH:1]1[C:13]2[CH:12]([CH2:14][O:15][C:16]([N:18]3[C:26]4[C:21](=[CH:22][C:23]([N+:27]([O-])=O)=[CH:24][CH:25]=4)[CH:20]=[CH:19]3)=[O:17])[C:11]3[C:6](=[CH:7][CH:8]=[CH:9][CH:10]=3)[C:5]=2[CH:4]=[CH:3][CH:2]=1>O1CCCC1.[Ni]>[CH:10]1[C:11]2[CH:12]([CH2:14][O:15][C:16]([N:18]3[C:26]4[C:21](=[CH:22][C:23]([NH2:27])=[CH:24][CH:25]=4)[CH:20]=[CH:19]3)=[O:17])[C:13]3[C:5](=[CH:4][CH:3]=[CH:2][CH:1]=3)[C:6]=2[CH:7]=[CH:8][CH:9]=1. Reagents/catalysts: [Ni] (nickel). Procedure: A solution of 5-nitro-indole-1-carboxylic acid 9H-fluoren-9-ylmethyl ester (4.16 g, 0.0108 mol) in 100 ml of tetrahydrofuran was treated with 1.0 g of sponge nickel catalyst (Activated Metals & Chemicals Co. A-7000, water wet) and hydrogenated in a Parr shaker hydrogenation apparatus (52 to 18 psig, room temperature). After 20 h, the resulting slurry was filtered and the filtrate was returned. Solvent was removed in vacuo to afford a brown oil (4.05 g, 106.6% y). NMR (CDCl3) δ 8.03 (br s, 1H), 7... Reaction conditions: time 20 hour. Starting materials: CC(C)c1ccccc1Br, CC(C)C1CNCCN1c1cccc(Cc2ccccc2)c1, COCCOC, CCO, Cc1ccccc1, CN(C)c1ccccc1-c1ccccc1P(c1ccccc1)c1ccccc1. The product is CC(C)c1ccccc1N1CCN(c2cccc(Cc3ccccc3)c2)C(C(C)C)C1. RXN SMILES: [Br:23][c:24]1[c:25]([CH:30]([CH3:31])[CH3:32])[cH:26][cH:27][cH:28][cH:29]1.[CH2:1]([c:2]1[cH:3][cH:4][cH:5][cH:6][cH:7]1)[c:8]1[cH:9][c:10]([N:14]2[CH:15]([CH:20]([CH3:21])[CH3:22])[CH2:16][NH:17][CH2:18][CH2:19]2)[cH:11][cH:12][cH:13]1.[CH3:61][O:62][CH2:63][CH2:64][O:65][CH3:66].[CH3:67][CH2:68][OH:69].[CH3:70][c:71]1[cH:72][cH:73][cH:74][cH:75][cH:76]1.[c:33]1([P:34]([c:35]2[cH:36][cH:37][cH:38][cH:39][cH:40]2)[c:41]2[cH:42][cH:43][cH:44][cH:45][c:46]2-[c:47]2[cH:48][cH:49][cH:50][cH:51][c:52]2[N:53]([CH3:54])[CH3:55])[cH:56][cH:57][cH:58][cH:59][cH:60]1>>[CH2:1]([c:2]1[cH:3][cH:4][cH:5][cH:6][cH:7]1)[c:8]1[cH:9][c:10]([N:14]2[CH:15]([CH:20]([CH3:21])[CH3:22])[CH2:16][N:17]([c:24]3[c:25]([CH:30]([CH3:31])[CH3:32])[cH:26][cH:27][cH:28][cH:29]3)[CH2:18][CH2:19]2)[cH:11][cH:12][cH:13]1.